This data is from the Open Reaction Database (ORD), a public repository of structured organic reaction records. The task is: describe an organic reaction: reactants, conditions, products, and yield The reactants are FC(C(=O)N1CCC2=C(C(C1)C)C=C(C(=C2)O)I)(F)F (N-trifluoroacetyl-7-hydroxy-8-iodo-1-methyl-2,3,4,5-tetrahydro-1H-3-benzazepine), [OH-].[Na+] (NaOH). Solvent: O (water), CO (methanol). Reaction conditions: time 8 hour. The product is OC1=CC2=C(C(CNCC2)C)C=C1I (7-Hydroxy-8-iodo-1-methyl-2,3,4,5-tetrahydro-1H-3-benzazepine). Yield: 68.1%. RXN SMILES: FC(F)(F)C([N:5]1[CH2:11][CH:10]([CH3:12])[C:9]2[CH:13]=[C:14]([I:18])[C:15]([OH:17])=[CH:16][C:8]=2[CH2:7][CH2:6]1)=O.[OH-].[Na+]>CO.O>[OH:17][C:15]1[C:14]([I:18])=[CH:13][C:9]2[CH:10]([CH3:12])[CH2:11][NH:5][CH2:6][CH2:7][C:8]=2[CH:16]=1 |f:1.2|. Procedure: A solution of N-trifluoroacetyl-7-hydroxy-8-iodo-1-methyl-2,3,4,5-tetrahydro-1H-3-benzazepine (25 mg, 0.063 mmol) in methanol (2 mL) was treated with 15% aqueous NaOH (2 mL), and stirred overnight at 20 C. The product mixture was diluted with water (5 mL), extracted twice with EtOAc (5 mL), the combined organic phases were washed with brine (5 mL), dried with Na2SO4 and concentrated to give 13 mg of a white solid. 1H NMR (400 MHz, CD3OD) d 7.46 (s, 1 H), 6.64 (s, 1 H), 3.16 (m, 3 H), 2.94 (m, 3 ... The reactants are C(C)(=O)O (acetic acid), O(C1=CC=CC=C1)CC=1C=C(C=CC1)NN=C(N)C(=O)N (oxamide 3-(phenoxymethyl)phenylhydrazone), FC1=C(C=O)C=CC=C1 (2-fluorobenzaldehyde). Run in O (water). Run at time 16 hour. Yields the product FC1=C(C=CC=C1)C1NC(=NN1C1=CC(=CC=C1)COC1=CC=CC=C1)C(=O)N (5-(2-fluorophenyl)-4,5-dihydro-1-[3-(phenoxymethyl)phenyl]-1H-1,2,4-triazole-3-carboxamide). The yield is 86.6%. As a reaction SMILES: C(O)(=O)C.[O:5]([CH2:12][C:13]1[CH:14]=[C:15]([NH:19][N:20]=[C:21]([C:23]([NH2:25])=[O:24])[NH2:22])[CH:16]=[CH:17][CH:18]=1)[C:6]1[CH:11]=[CH:10][CH:9]=[CH:8][CH:7]=1.[F:26][C:27]1[CH:34]=[CH:33][CH:32]=[CH:31][C:28]=1[CH:29]=O>O>[F:26][C:27]1[CH:34]=[CH:33][CH:32]=[CH:31][C:28]=1[CH:29]1[N:19]([C:15]2[CH:16]=[CH:17][CH:18]=[C:13]([CH2:12][O:5][C:6]3[CH:11]=[CH:10][CH:9]=[CH:8][CH:7]=3)[CH:14]=2)[N:20]=[C:21]([C:23]([NH2:25])=[O:24])[NH:22]1. Procedure: Into 15 ml of acetic acid saturated with nitrogen, 2.84 g (0.01 mol) of oxamide 3-(phenoxymethyl)phenylhydrazone was dissolved, and 1.36 g (0.011 mol) of 2-fluorobenzaldehyde was added to the thus formed solution under nitrogen atmosphere and the mixture was stirred for 16 hours at room temperature. After adding water saturated with nitrogen to the mixture, the precipitated crystals were collected by filtration and dried under vacuum. The thus dried crystals were recrystallized from a mixed solv... The reactants are N#Cc1ccc(CBr)cc1, CC1CCCCC1n1c(=O)[nH]c2cnc3c(ccn3COCC[Si](C)(C)C)c21, CN(C)C=O, CCOC(C)=O, [H-], [Na+], O. Yields the product CC1CCCCC1n1c(=O)n(Cc2ccc(C#N)cc2)c2cnc3c(ccn3COCC[Si](C)(C)C)c21. Reaction SMILES: [Br:31][CH2:32][c:33]1[cH:34][cH:35][c:36]([C:37]#[N:38])[cH:39][cH:40]1.[CH3:1][CH:2]1[CH:3]([n:8]2[c:9](=[O:28])[nH:10][c:11]3[c:12]2[c:13]2[c:14]([n:15][cH:16]3)[n:17]([CH2:20][O:21][CH2:22][CH2:23][Si:24]([CH3:25])([CH3:26])[CH3:27])[cH:18][cH:19]2)[CH2:4][CH2:5][CH2:6][CH2:7]1.[CH3:42][N:43]([CH3:44])[CH:45]=[O:46].[CH3:47][CH2:48][O:49][C:50]([CH3:51])=[O:52].[H-:29].[Na+:30].[OH2:41]>>[CH3:1][CH:2]1[CH:3]([n:8]2[c:9](=[O:28])[n:10]([CH2:32][c:33]3[cH:34][cH:35][c:36]([C:37]#[N:38])[cH:39][cH:40]3)[c:11]3[c:12]2[c:13]2[c:14]([n:15][cH:16]3)[n:17]([CH2:20][O:21][CH2:22][CH2:23][Si:24]([CH3:25])([CH3:26])[CH3:27])[cH:18][cH:19]2)[CH2:4][CH2:5][CH2:6][CH2:7]1. Yield: 49.7%. Reported procedure: To dihydropyran (1.3 g) cooled in an ice bath was added (3R*,4R*)-3-methyl-1-pentyn-4-ol (1.3 g) followed by concentrated hydrochloric acid (1 drop) and the mixture was stirred for 16 h at room temperature. Potassium carbonate (100 mg) was added and the mixture stirred for 15 minutes. Diethyl ether (10 ml) was added and the mixture was filtered before evaporation to an oil. The residue was distilled to give the title compound (1.2 g) (b.p. 130°-5° C. at 10 mm Hg). RXN SMILES: [O:1]1[CH:6]=[CH:5][CH2:4][CH2:3][CH2:2]1.[CH3:7][C@@H:8]([C@H:11]([OH:13])[CH3:12])[C:9]#[CH:10].C(=O)([O-])[O-].[K+].[K+]>Cl.C(OCC)C>[CH3:7][C@@H:8]([C@H:11]([O:13][CH:6]1[CH2:5][CH2:4][CH2:3][CH2:2][O:1]1)[CH3:12])[C:9]#[CH:10] |f:2.3.4|. Reagents/catalysts: Cl (hydrochloric acid). The product is C[C@H](C#C)[C@@H](C)OC1OCCCC1 ((3R*,4R*)-3-Methyl-4-(tetrahydropyran-2-yloxy)-1-pentyne). Solvent: C(C)OCC (Diethyl ether). Conditions: time 16 hour. Starting materials: O1CCCC=C1 (dihydropyran), C[C@H](C#C)[C@@H](C)O ((3R*,4R*)-3-methyl-1-pentyn-4-ol), C([O-])([O-])=O.[K+].[K+] (Potassium carbonate). Starting materials: N[C@H]1[C@@]2(N(C(=C(CS2)COC(C)=O)C(=O)OCC2=CC=C(C=C2)[N+](=O)[O-])C1=O)OC (p-nitrobenzyl 7β-amino-6α-methoxy-3-acetoxymethyl-ceph-3-em-4-carboxylate), O.C1(=CC=C(C=C1)S(=O)(=O)O)C (p-toluenesulfonic acid monohydrate). The solvent is CCOC(=O)C (EtOAc), CCOC(=O)C (EtOAc). Run at time 5 hour. The product is C1(=CC=C(C=C1)S(=O)(=O)O)C (p-toluenesulfonic acid), NC1[C@@]2(N(C(=C(CS2)COC(C)=O)C(=O)OCC2=CC=C(C=C2)[N+](=O)[O-])C1=O)OC (p-nitrobenzyl 7-amino-6-methoxy-3-acetoxymethyl-ceph-3-em-4-carboxylate). Yield: 31.4%. Reaction SMILES: [NH2:1][C@@H:2]1[C:27](=[O:28])[N:4]2[C:5]([C:14]([O:16][CH2:17][C:18]3[CH:23]=[CH:22][C:21]([N+:24]([O-:26])=[O:25])=[CH:20][CH:19]=3)=[O:15])=[C:6]([CH2:9][O:10][C:11](=[O:13])[CH3:12])[CH2:7][S:8][C@:3]12[O:29][CH3:30].O.[C:32]1([CH3:42])[CH:37]=[CH:36][C:35]([S:38]([OH:41])(=[O:40])=[O:39])=[CH:34][CH:33]=1>CCOC(C)=O>[C:32]1([CH3:42])[CH:33]=[CH:34][C:35]([S:38]([OH:41])(=[O:39])=[O:40])=[CH:36][CH:37]=1.[NH2:1][CH:2]1[C:27](=[O:28])[N:4]2[C:5]([C:14]([O:16][CH2:17][C:18]3[CH:23]=[CH:22][C:21]([N+:24]([O-:26])=[O:25])=[CH:20][CH:19]=3)=[O:15])=[C:6]([CH2:9][O:10][C:11](=[O:13])[CH3:12])[CH2:7][S:8][C@:3]12[O:29][CH3:30] |f:1.2|. Procedure details: In a separate experiment, the crude amine mixture (226 mg.) in EtOAc (1 ml.) is treated with a solution of p-toluenesulfonic acid monohydrate (98 mg., 0.52 mMol) in EtOAc (4 ml.). The resulting solution is stored at 0° C. for ca. 5 hrs., during which time a fine, white precipitate forms. The precipitate is collected, washed with cold EtOAc and hexane, and dried in vacuo to yield the p-toluenesulfonic acid salt of p-nitrobenzyl 7-amino-6-methoxy-3-acetoxymethyl-ceph-3-em-4-carboxylate (71 mg.): m... Starting materials: NCC(=O)N1C(C(=O)NC(C)(C)C)CCC1C1=CC=CC=C1 ((2RS,5SR)-1-(2-aminoacetyl)-5-phenyl-N-tert-butylprolinamide), O1CCCC1 (tetrahydrofuran). Solvent: CC=1C=C(C=CC1)N=C=O (3-methylphenyl isocyanate), C(C)#N (acetonitrile). Yields the product C(C)(C)(C)NC(C1N(C(CC1)C1=CC=CC=C1)C(CNC(=O)NC1=CC(=CC=C1)C)=O)=O ((2RS,5SR)-N-tert-butyl-1-[3-(3-methylphenyl)ureidoacetyl]-5-phenylprolinamide). As a reaction SMILES: [NH2:1][CH2:2][C:3]([N:5]1[CH:16]([C:17]2[CH:22]=[CH:21][CH:20]=[CH:19][CH:18]=2)[CH2:15][CH2:14][CH:6]1[C:7]([NH:9][C:10]([CH3:13])([CH3:12])[CH3:11])=[O:8])=[O:4].O1[CH2:27][CH2:26][CH2:25][CH2:24]1>CC1C=C(N=C=O)C=CC=1.C(#N)C>[C:10]([NH:9][C:7](=[O:8])[CH:6]1[CH2:14][CH2:15][CH:16]([C:17]2[CH:18]=[CH:19][CH:20]=[CH:21][CH:22]=2)[N:5]1[C:3](=[O:4])[CH2:2][NH:1][C:3]([NH:5][C:6]1[CH:14]=[CH:27][CH:26]=[C:25]([CH3:24])[CH:7]=1)=[O:4])([CH3:13])([CH3:12])[CH3:11]. Procedure: By proceeding in a fashion similar to that described in Example 2, but starting from 1.9 g of (2RS,5SR)-1-(2-aminoacetyl)-5-phenyl-N-tert-butylprolinamide in solution in 20 cm3 of anhydrous tetrahydrofuran and 0.82 cm3 of 3-methylphenyl isocyanate, after recrystallistion in acetonitrile, 0.7 g of (2RS,5SR)-N-tert-butyl-1-[3-(3-methylphenyl)ureidoacetyl]-5-phenylprolinamide, melting at 169° C., is obtained. The product is ClC=1C=C(C=CC1)C(C(C)(C)O)S(=O)(=O)N (1-(3-Chlorophenyl)-2-hydroxy-2-methylpropane-1-sulfonamide). Reported procedure: Under inert gas, 1.65 g of C-(3-chlorophenyl)-N-(2,4-dimethoxybenzyl)methanesulfonamide were initially charged in 30 ml of THF, and then, at a temperature of −75° C., 6.67 ml of a 1.6 N methyllithium solution in diethyl ether were added dropwise and the mixture was stirred at constant temperature for 10 minutes. Subsequently, 1.86 ml of acetone were added. After stirring for 5 minutes, the reaction solution was admixed with 15 ml of trifluoroacetic acid and allowed to warm up to room temperature... The reactants are C[Li] (methyllithium), FC(C(=O)O)(F)F (trifluoroacetic acid), ClC=1C=C(C=CC1)CS(=O)(=O)NCC1=C(C=C(C=C1)OC)OC (C-(3-chlorophenyl)-N-(2,4-dimethoxybenzyl)methanesulfonamide), CC(=O)C (acetone). Run in C(C)OCC (diethyl ether), C1CCOC1 (THF). Conditions: time 10 minute. RXN SMILES: [Cl:1][C:2]1[CH:3]=[C:4]([CH2:8][S:9]([NH:12]CC2C=CC(OC)=CC=2OC)(=[O:11])=[O:10])[CH:5]=[CH:6][CH:7]=1.C[Li].[CH3:26][C:27]([CH3:29])=[O:28].FC(F)(F)C(O)=O>C1COCC1.C(OCC)C>[Cl:1][C:2]1[CH:3]=[C:4]([CH:8]([S:9]([NH2:12])(=[O:10])=[O:11])[C:27]([OH:28])([CH3:29])[CH3:26])[CH:5]=[CH:6][CH:7]=1. Reactants: C1(CCCCC1)CC1(N2C(C3=CC=CC=C13)=NC=C2)C2=CC=C(C=C2)SC (5-(cyclohexylmethyl)-5-[4-(methylthio)phenyl]-5H-imidazo[2,1-a]isoindole), O (water), OOS(=O)[O-].[K+] (Oxone). The solvent is CO (MeOH), CO (MeOH). Conditions: time 21 hour. Product: C1(CCCCC1)CC1(N2C(C3=CC=CC=C13)=NC=C2)C2=CC=C(C=C2)S(=O)(=O)C (5-(cyclohexylmethyl)-5-[4-(methylsulfonyl)phenyl]-5H-imidazo[2,1-a]isoindole). Reaction SMILES: [CH:1]1([CH2:7][C:8]2([C:20]3[CH:25]=[CH:24][C:23]([S:26][CH3:27])=[CH:22][CH:21]=3)[C:16]3[C:11](=[CH:12][CH:13]=[CH:14][CH:15]=3)[C:10]3=[N:17][CH:18]=[CH:19][N:9]23)[CH2:6][CH2:5][CH2:4][CH2:3][CH2:2]1.[OH2:28].[OH:29]OS([O-])=O.[K+]>CO>[CH:1]1([CH2:7][C:8]2([C:20]3[CH:21]=[CH:22][C:23]([S:26]([CH3:27])(=[O:29])=[O:28])=[CH:24][CH:25]=3)[C:16]3[C:11](=[CH:12][CH:13]=[CH:14][CH:15]=3)[C:10]3=[N:17][CH:18]=[CH:19][N:9]23)[CH2:2][CH2:3][CH2:4][CH2:5][CH2:6]1 |f:2.3|. Procedure details: To a solution of 5-(cyclohexylmethyl)-5-[4-(methylthio)phenyl]-5H-imidazo[2,1-a]isoindole (38 mg) in MeOH (1 mL) was added water drop wise until the clear solution started to become turbid. Oxone (69 mg) was added at this time and stirred at room temperature 21 h. The reaction mixture was then diluted with MeOH, filtered and the filtrate was concentrated. Purification by reversed phase HPLC (21×100 mm Phenomenex Gemini, 15-85% MeCN/water containing 0.05% NH4OH over 20 min at 20 mL/min) afforded ... The reactants are C(C)OP(=O)(CC(=O)OC(CC)C)N(C(C)C)C(C)C (1-methylpropyl 2-[ethoxy di(1-methylethyl)aminophosphinyl]acetate), Cl[O-].[Na+] (sodium hypochlorite), Cl (HCl). Conditions: time 45 minute. Product: ClC(C(=O)OC(C)C)(P(=O)(N(C(C)C)C(C)C)OCC)Cl (1-methylethyl 2,2-dichloro-2-[ethoxy di(1-methylethyl)aminophosphinyl]acetate). RXN SMILES: [CH2:1]([O:3][P:4]([N:14]([CH:18]([CH3:20])[CH3:19])[CH:15]([CH3:17])[CH3:16])([CH2:6][C:7]([O:9][CH:10]([CH3:13])[CH2:11]C)=[O:8])=[O:5])[CH3:2].[ClH:21].[Cl:22][O-].[Na+]>>[Cl:21][C:6]([Cl:22])([P:4]([O:3][CH2:1][CH3:2])([N:14]([CH:18]([CH3:20])[CH3:19])[CH:15]([CH3:17])[CH3:16])=[O:5])[C:7]([O:9][CH:10]([CH3:13])[CH3:11])=[O:8] |f:2.3|. Procedure: To 100 ml of 5.25 percent sodium hypochlorite solution (Clorox®) was added 6.0 g of 1-methylpropyl 2-[ethoxy di(1-methylethyl)aminophosphinyl]acetate dropwise. The pH was maintained at 10.5-11.0 by simultaneous addition of 1 N HCl solution. The reaction mixture was stirred an additional 45 minutes then extracted with methylene chloride. The methylene chloride solution was dried and stripped in vacuum to give 6.2 g of 1-methylethyl 2,2-dichloro-2-[ethoxy di(1-methylethyl)aminophosphinyl]acetate a... The reactants are C(C1=CC=CC=C1)O (benzyl alcohol), C1(=CC=CC=C1)O (phenol), γ-Al2O3, C(C1=CC=CC=C1)O (benzyl alcohol), C1(=CC=CC=C1)O (phenol), p-substituted o-benzylphenols, p-substituted phenols, C(C1=CC=CC=C1)O (benzylalcohol), zeolite, ClC1=CC=C(C=C1)O (4-ClC6H4OH), C1(=CC=CC=C1)CO (C6H5CH2OH), Na—Y, zeolite, C(C1=CC=CC=C1)C1=C(C=CC=C1)O (o-benzylphenol). Run at temperature 200 celsius. The product is C(C1=CC=CC=C1)C1=C(C=CC=C1)O (o-benzylphenol), C(C1=CC=CC=C1)C1=C(C=CC(=C1)Cl)O (2-benzyl-4-chlorophenol). Isolated yield 25.4%. Reaction SMILES: [CH2:1](O)[C:2]1[CH:7]=[CH:6][CH:5]=[CH:4][CH:3]=1.C1(O)C=CC=CC=1.[CH2:16]([C:23]1[CH:28]=[CH:27][CH:26]=[CH:25][C:24]=1[OH:29])[C:17]1[CH:22]=[CH:21][CH:20]=[CH:19][CH:18]=1.[Cl:30][C:31]1[CH:36]=[CH:35][C:34]([OH:37])=[CH:33][CH:32]=1>>[CH2:16]([C:23]1[CH:28]=[CH:27][CH:26]=[CH:25][C:24]=1[OH:29])[C:17]1[CH:18]=[CH:19][CH:20]=[CH:21][CH:22]=1.[CH2:1]([C:35]1[CH:36]=[C:31]([Cl:30])[CH:32]=[CH:33][C:34]=1[OH:37])[C:2]1[CH:7]=[CH:6][CH:5]=[CH:4][CH:3]=1. Procedure details: A German patent, Ger.Offen 2,547,0310 (1977), disclosed the preparation of o-benzyl-toluenes by the reaction of o-methylbenzyl halides with substituted benzenes in the presence of Al-silicate. The 2-CH3C6H4CH2Cl was stirred with toluene and Al-silicate (25% Al2O3) at 110° C. to give 81% 2-methylbenzyltoluene. According to a Japanese patent, Jpn. Kokai Tokkyo Koho JP 59,186,937 (1984), o-benzylphenol was prepared by the liquid phase reaction of benzyl alcohol with phenol in the presence of γ-Al2O...